From a dataset of the Open Reaction Database (ORD), a public repository of structured organic reaction records. describe an organic reaction: reactants, conditions, products, and yield The reactants are CI (MeI), ClC1=CC(=C(C=C1Cl)N)N (4,5-dichloro-1,2-phenylenediamine), C(C=C)OC1=CC=C(N)C=C1 (4-(Allyloxy)aniline), CCN(C(C)C)C(C)C (DIEA), C(=S)(Cl)Cl (thiophosgene). The solvent is C(Cl)Cl (CH2Cl2), C(Cl)Cl (CH2Cl2), CO (MeOH), [Cl-].[Na+].O (brine), C(Cl)Cl (CH2Cl2). Conditions: temperature 40 celsius, time 1 hour. Yields the product C(C=C)OC1=CC=C(C=C1)NC1=NC2=C(N1)C=C(C(=C2)Cl)Cl (N-[4-(Allyloxy)phenyl]-5,6-dichloro-1H-benzimidazol-2-amine). RXN SMILES: [CH2:1]([O:4][C:5]1[CH:11]=[CH:10][C:8]([NH2:9])=[CH:7][CH:6]=1)[CH:2]=[CH2:3].[CH3:12]CN(C(C)C)C(C)C.C(Cl)(Cl)=S.[Cl:25][C:26]1[C:31]([Cl:32])=[CH:30][C:29]([NH2:33])=[C:28]([NH2:34])[CH:27]=1.CI>C(Cl)Cl.[Cl-].[Na+].O.CO>[CH2:1]([O:4][C:5]1[CH:11]=[CH:10][C:8]([NH:9][C:12]2[NH:33][C:29]3[CH:30]=[C:31]([Cl:32])[C:26]([Cl:25])=[CH:27][C:28]=3[N:34]=2)=[CH:7][CH:6]=1)[CH:2]=[CH2:3] |f:6.7.8|. Procedure details: To a stirring solution of the title compound of Example 14, Step A (2.5 mmol, 373 mmol) and DIEA (2.75 mmol, 478 μL) in CH2Cl2 (4 mL) at 0° C. was added thiophosgene (2.5 mmol, 191 μL). The solution was allowed to reach ambient temperature for 1 h, and 4,5-dichloro-1,2-phenylenediamine (2.5 mmol, 443 mg) was added to the reaction. The reaction mixture was heated to 40° C. for 16 h. MeI (5 mmol, 312 μL) was added, and the reaction was heated at 40° C. for 16 h. Aqueous workup with CH2Cl2 and brin...